describe an organic reaction: reactants, conditions, products, and yield From a dataset of the Open Reaction Database (ORD), a public repository of structured organic reaction records. Reactants: C(C)(C)(C)C1=CC(NC(=N1)C1=C(C=CC=C1)C(F)(F)F)=O (6-tert-butyl-2-(2-trifluoromethyl-phenyl)-3H-pyrimidin-4-one), P(=O)(Cl)(Cl)Cl (phosphorous oxychloride), C(CC)N(CCC)CCC (tri-n-propylamine). Reaction conditions: temperature 115 celsius. The product is C(C)(C)(C)C1(C=CN=C(N1)C1=C(C=CC=C1)C(F)(F)F)Cl (6-tert-Butyl-6-chloro-2-(2-trifluoromethyl-phenyl)-pyrimidine). The yield is 65.5%. Reaction SMILES: [C:1]([C:5]1[N:10]=[C:9]([C:11]2[CH:16]=[CH:15][CH:14]=[CH:13][C:12]=2[C:17]([F:20])([F:19])[F:18])[NH:8][C:7](=O)[CH:6]=1)([CH3:4])([CH3:3])[CH3:2].P(Cl)(Cl)([Cl:24])=O.C(N(CCC)CCC)CC>>[C:1]([C:5]1([Cl:24])[NH:10][C:9]([C:11]2[CH:16]=[CH:15][CH:14]=[CH:13][C:12]=2[C:17]([F:20])([F:19])[F:18])=[N:8][CH:7]=[CH:6]1)([CH3:4])([CH3:3])[CH3:2]. Reported procedure: A solution of 6-tert-butyl-2-(2-trifluoromethyl-phenyl)-3H-pyrimidin-4-one (0.47 g, 1.59 mmol) in phosphorous oxychloride (1.65 mL, 15.9 mmol) was treated with tri-n-propylamine (0.61 mL, 3.17 mmol) and heated at 110-120° C. for 1 hour. The solvent was removed by evaporation then azeotroped three times with toluene. The residue was taken up in ethyl acetate, washed sequentially with 1 N sodium hydroxide, water and brine, then dried over sodium sulfate and concentrated. Purification by flash chro... Starting materials: ClC1=CC=C(C=C1)S(=O)(=O)C1=CC2=C(N=C(N=C2)S(=O)C)N(C1=O)C (6-(4-chlorophenylsulfonyl)-8-methyl-2-(methylsulfinyl)pyrido[2,3-d]pyrimidin-7(8H)-one), NC1=CC=C2C=CNC2=C1 (6-aminoindole), ClC1=CC=C(N)C=C1 (4-chloroaniline). The product is N1C=CC2=CC=C(C=C12)NC=1N=CC2=C(N1)N(C(C(=C2)S(=O)(=O)C2=CC=CC=C2)=O)CCC (2-(1H-indol-6-ylamino)-6-(phenylsulfonyl)-8-propylpyrido[2,3-d]pyrimidin-7(8H)-one). As a reaction SMILES: Cl[C:2]1[CH:7]=[CH:6][C:5]([S:8]([C:11]2[C:23](=[O:24])[N:22]([CH3:25])[C:14]3[N:15]=[C:16](S(C)=O)[N:17]=[CH:18][C:13]=3[CH:12]=2)(=[O:10])=[O:9])=[CH:4][CH:3]=1.[NH2:26][C:27]1[CH:35]=[C:34]2[C:30]([CH:31]=[CH:32][NH:33]2)=[CH:29][CH:28]=1.Cl[C:37]1C=CC(N)=C[CH:38]=1>>[NH:33]1[C:34]2[C:30](=[CH:29][CH:28]=[C:27]([NH:26][C:16]3[N:17]=[CH:18][C:13]4[CH:12]=[C:11]([S:8]([C:5]5[CH:6]=[CH:7][CH:2]=[CH:3][CH:4]=5)(=[O:10])=[O:9])[C:23](=[O:24])[N:22]([CH2:25][CH2:37][CH3:38])[C:14]=4[N:15]=3)[CH:35]=2)[CH:31]=[CH:32]1. Procedure: The title compound was prepared according to the procedure of Example 3, substituting 2-(methylsulfinyl)-6-(phenylsulfonyl)-8-propylpyrido[2,3-d]pyrimidin-7(8H)-one for 6-(4-chlorophenylsulfonyl)-8-methyl-2-(methylsulfinyl)pyrido[2,3-d]pyrimidin-7(8H)-one, and 6-aminoindole for 4-chloroaniline. The reactants are CS(=O)(=O)c1ccc(N)cc1, CC#N, Cl, O=N[O-], [Na+], O, CC(=O)c1ccco1. Yields the product CC(=O)c1ccc(-c2ccc(S(C)(=O)=O)cc2)o1. As a reaction SMILES: [CH3:1][S:2](=[O:3])(=[O:4])[c:5]1[cH:6][cH:7][c:8]([NH2:11])[cH:9][cH:10]1.[CH3:26][C:27]#[N:28].[ClH:12].[N:13]([O-:14])=[O:15].[Na+:16].[OH2:25].[o:17]1[c:18]([C:22](=[O:23])[CH3:24])[cH:19][cH:20][cH:21]1>>[CH3:1][S:2](=[O:3])(=[O:4])[c:5]1[cH:6][cH:7][c:8](-[c:21]2[o:17][c:18]([C:22](=[O:23])[CH3:24])[cH:19][cH:20]2)[cH:9][cH:10]1. Starting materials: C(C)(C)(C)OC(=O)C1C(C1)C1=NC=CC=C1 (2-pyridin-2-yl-cyclopropanecarboxylic acid tert-butyl ester), Cl (HCl). Solvent: ClCCl (dichloromethane), O1CCOCC1 (dioxane). Reaction conditions: time 8 hour. Yields the product N1=C(C=CC=C1)C1C(C1)C(=O)O (2-Pyridin-2-yl-cyclopropane carboxylic acid). As a reaction SMILES: C([O:5][C:6]([CH:8]1[CH2:10][CH:9]1[C:11]1[CH:16]=[CH:15][CH:14]=[CH:13][N:12]=1)=[O:7])(C)(C)C.Cl>ClCCl.O1CCOCC1>[N:12]1[CH:13]=[CH:14][CH:15]=[CH:16][C:11]=1[CH:9]1[CH2:10][CH:8]1[C:6]([OH:7])=[O:5]. Procedure details: To a solution of 2-pyridin-2-yl-cyclopropanecarboxylic acid tert-butyl ester (1.6 g, 7.3 mmol) in dichloromethane (30 mL) was added a solution of anhydrous HCl in dioxane (4.0M, 15 mL). The solution was allowed to stir at ambient temperature overnight then evaporated to yield the product as a yellow oil. Starting materials: O1C(CCCC1)O[C@H]1C[C@@H](CC2=CC[C@H]3[C@@H]4CC[C@H]([C@@H](CC[C@@H](C(C)(C)OC(C)OCC)F)CI)[C@]4(CC[C@@H]3[C@@]12C)C)OC1OCCCC1 ([1α,3β,24S]-1,3-bis[(tetrahydro-2H-pyran-2-yl)oxy]-25-(1-ethoxyethoxy)-24-fluoro-21-iodocholest-5-ene), C(CCC)[SnH](CCCC)CCCC (tri-n-butytin hydride). Reported procedure: By an alternative proceudre, a mixture of 0.208 g. (0.00025 mole) of [1α,3β,24S]-1,3-bis[(tetrahydro-2H-pyran-2-yl)oxy]-25-(1-ethoxyethoxy)-24-fluoro-21-iodocholest-5-ene, 0.087 g. (0.00030 mole) of tri-n-butytin hydride and 3 ml of tetrahydrofuran were stirred at 25° C. for 18 hr under an argon atmosphere. The mixture was evaporated to dryness and the residue was purified by chromatography on 0.06-0.20 mm silica gel to yield [1α,3β,24S]-1,3-bis[(tetrahydro-2H-pyran-2-yl)oxy]-25-(1-ethoxyethoxy)... Reaction SMILES: [O:1]1[CH2:6][CH2:5][CH2:4][CH2:3][CH:2]1[O:7][C@@H:8]1[C@@:40]2([CH3:41])[C:12](=[CH:13][CH2:14][C@@H:15]3[C@@H:39]2[CH2:38][CH2:37][C@@:36]2([CH3:42])[C@H:16]3[CH2:17][CH2:18][C@@H:19]2[C@H:20]([CH2:34]I)[CH2:21][CH2:22][C@H:23]([F:33])[C:24]([O:27][CH:28]([O:30][CH2:31][CH3:32])[CH3:29])([CH3:26])[CH3:25])[CH2:11][C@@H:10]([O:43][CH:44]2[CH2:49][CH2:48][CH2:47][CH2:46][O:45]2)[CH2:9]1.C([SnH](CCCC)CCCC)CCC>O1CCCC1>[O:1]1[CH2:6][CH2:5][CH2:4][CH2:3][CH:2]1[O:7][C@@H:8]1[C@@:40]2([CH3:41])[C:12](=[CH:13][CH2:14][C@@H:15]3[C@@H:39]2[CH2:38][CH2:37][C@@:36]2([CH3:42])[C@H:16]3[CH2:17][CH2:18][C@@H:19]2[C@H:20]([CH3:34])[CH2:21][CH2:22][C@H:23]([F:33])[C:24]([O:27][CH:28]([O:30][CH2:31][CH3:32])[CH3:29])([CH3:26])[CH3:25])[CH2:11][C@@H:10]([O:43][CH:44]2[CH2:49][CH2:48][CH2:47][CH2:46][O:45]2)[CH2:9]1. Yields the product O1C(CCCC1)O[C@H]1C[C@@H](CC2=CC[C@H]3[C@@H]4CC[C@H]([C@@H](CC[C@@H](C(C)(C)OC(C)OCC)F)C)[C@]4(CC[C@@H]3[C@@]12C)C)OC1OCCCC1 ([1α,3β,24S]-1,3-bis[(tetrahydro-2H-pyran-2-yl)oxy]-25-(1-ethoxyethoxy)-24-fluorocholest-5-ene). Run in O1CCCC1 (tetrahydrofuran).